This data is from the Open Reaction Database (ORD), a public repository of structured organic reaction records. The task is: describe an organic reaction: reactants, conditions, products, and yield Reactants: COc1ncc(CCl)cc1C(F)(F)F, CN(C)C=O, O, O=P(Cl)(Cl)Cl. The product is FC(F)(F)c1cc(CCl)cnc1Cl. Reaction SMILES: [Cl:1][CH2:2][c:3]1[cH:4][c:5]([C:11]([F:12])([F:13])[F:14])[c:6]([O:9][CH3:10])[n:7][cH:8]1.[O:21]=[CH:22][N:23]([CH3:24])[CH3:25].[OH2:20].[P:15]([Cl:16])([Cl:17])([Cl:18])=[O:19]>>[Cl:1][CH2:2][c:3]1[cH:4][c:5]([C:11]([F:12])([F:13])[F:14])[c:6]([Cl:17])[n:7][cH:8]1. Starting materials: CN1C(=CC(=C1)[N+](=O)[O-])C(C(Cl)(Cl)Cl)=O (1-methyl-4-nitro-2-trichloroacetylpyrrole), NC=1C=C(C(=O)O)C=CC1N (3,4-diaminobenzoic acid). Solvent: Heterocycles. The product is NC=1C=C(C(=O)O)C=CC1NC(=O)C=1N(C=C(C1)[N+](=O)[O-])C (3-amino-4-(1-methyl-4-nitro-2-pyrrolecarboxamido)-benzoic acid), NC1=C(C=C(C(=O)O)C=C1)NC(=O)C=1N(C=C(C1)[N+](=O)[O-])C (4-amino-3-(1-methyl-4-nitro-2-pyrrolecarboxamido)benzoic acid). Reaction SMILES: [CH3:1][N:2]1[CH:6]=[C:5]([N+:7]([O-:9])=[O:8])[CH:4]=[C:3]1[C:10](=[O:15])C(Cl)(Cl)Cl.[NH2:16][C:17]1[CH:18]=[C:19]([CH:23]=[CH:24][C:25]=1[NH2:26])[C:20]([OH:22])=[O:21]>>[NH2:16][C:17]1[CH:18]=[C:19]([CH:23]=[CH:24][C:25]=1[NH:26][C:10]([C:3]1[N:2]([CH3:1])[CH:6]=[C:5]([N+:7]([O-:9])=[O:8])[CH:4]=1)=[O:15])[C:20]([OH:22])=[O:21].[NH2:26][C:25]1[CH:24]=[CH:23][C:19]([C:20]([OH:22])=[O:21])=[CH:18][C:17]=1[NH:16][C:10]([C:3]1[N:2]([CH3:1])[CH:6]=[C:5]([N+:7]([O-:9])=[O:8])[CH:4]=1)=[O:15]. Procedure details: As a further alternative, the compound of the formula (14) can also be synthesized as will be described next. For example, 1-methyl-4-nitro-2-pyrrolecarboxylic acid is reacted, by using the process disclosed in Tetrahedron, 34, 2389-2391(1978), with thionyl chloride into 1-methyl-4-nitro-2-pyrrolecarboxylic acid chloride, which is then reacted with a 3,4-diaminobenzoic acid to obtain 3-amino-4-(1-methyl-4-nitro-2-pyrrolecarboxamido)benzoic acid or 4-amino-3-(1-methyl-4-nitro-2-pyrrolecarboxamido...